describe an organic reaction: reactants, conditions, products, and yield From a dataset of the Open Reaction Database (ORD), a public repository of structured organic reaction records. Reactants: C, CCO, COc1ccc([N+](=O)[O-])c(C)c1C, [H][H], [Pd]. The product is COc1ccc(N)c(C)c1C. Reaction SMILES: [C:19].[CH3:16][CH2:17][OH:18].[CH3:1][O:2][c:3]1[c:4]([CH3:13])[c:5]([CH3:12])[c:6]([N+:9]([O-:10])=[O:11])[cH:7][cH:8]1.[H:14][H:15].[Pd:20]>>[CH3:1][O:2][c:3]1[c:4]([CH3:13])[c:5]([CH3:12])[c:6]([NH2:9])[cH:7][cH:8]1. Starting materials: CC1=C(C(=CC2=C1CCO2)CC=C)O (2,3-dihydro-4-methyl-6-(propen-3-yl) 5-benzofuranol), [H][H] (hydrogen). Reagents/catalysts: [Pd] (palladium on carbon). The solvent is C(C)O (ethanol). Product: CC1=C(C(=CC2=C1CCO2)CCC)O (2,3-dihydro-4-methyl-6-propyl-5-benzofuranol). RXN SMILES: [CH3:1][C:2]1[C:7]2[CH2:8][CH2:9][O:10][C:6]=2[CH:5]=[C:4]([CH2:11][CH:12]=[CH2:13])[C:3]=1[OH:14].[H][H]>C(O)C.[Pd]>[CH3:1][C:2]1[C:7]2[CH2:8][CH2:9][O:10][C:6]=2[CH:5]=[C:4]([CH2:11][CH2:12][CH3:13])[C:3]=1[OH:14]. Procedure details: A solution of 37 (0.500 g, 2.63 mmol) in absolute ethanol (25 mL) was hydrogenated over 5% palladium on carbon (0.060 g) at 3 atmospheres pressure. After hydrogen uptake was complete (30 minutes) the catalyst was removed by filtration through celite. The filter cake was washed with an additional portion of ethanol (30 mL) and the combined filtrate and washings concentrated to a white crystalline solid. Recrystallization from hexane gave 38. 38: mp 72°-73° C. Reactants: C1(=CC=CC=C1)S(=O)(=O)N1C=C2C=3C(=CC=CC13)CNCC2 (1-(Phenylsulfonyl)-3,4,5,6-tetrahydro-1H-azepino[5,4,3-cd]indol), Example 15, C=O (formaldehyde), C(C)(=O)O (acetic acid), C(C)(=O)O[BH-](OC(C)=O)OC(C)=O.[Na+] (sodium triacetoxyborohydride). Run in COCCOC (DME). The product is CN1CC=2C=3C(=CN(C3C=CC2)S(=O)(=O)C2=CC=CC=C2)CC1 (5-Methyl-1-(phenylsulfonyl)-3,4,5,6-tetrahydro-1H-azepino[5,4,3-cd]indole). Reaction SMILES: [C:1]1([S:7]([N:10]2[C:18]3[CH:17]=[CH:16][CH:15]=[C:14]4[CH2:19][NH:20][CH2:21][CH2:22][C:12]([C:13]=34)=[CH:11]2)(=[O:9])=[O:8])[CH:6]=[CH:5][CH:4]=[CH:3][CH:2]=1.C=O.[C:25](O)(=O)C.C(O[BH-](OC(=O)C)OC(=O)C)(=O)C.[Na+]>COCCOC>[CH3:25][N:20]1[CH2:21][CH2:22][C:12]2=[CH:11][N:10]([S:7]([C:1]3[CH:2]=[CH:3][CH:4]=[CH:5][CH:6]=3)(=[O:9])=[O:8])[C:18]3[CH:17]=[CH:16][CH:15]=[C:14]([C:13]=32)[CH2:19]1 |f:3.4|. Reported procedure: 1-(Phenylsulfonyl)-3,4,5,6-tetrahydro-1H-azepino[5,4,3-cd]indol, Example 15 (34.4 mg, 0.11 mmol) was dissolved in DME (2 mL) and added formaldehyde (37% Wt. solution in water, 0.1 mL, 1.1 mmol), acetic acid (0.05 mL, 0.7 mmol) and sodium triacetoxyborohydride (156 mg, 0.7 mmol). The reaction mixture was stirred at room temperature for 24 H. The reaction was quenched by adding 1 M NaOH (5 mL). Aqueous phase (pH about 14) was separated and was then extracted with DCM (3×5 mL). The combined organic... Reactants: CS(C)=O, CCN(C(C)C)C(C)C, CN1CCC(c2nc3cc(-c4ccc(Cl)cc4Cl)nc(Cl)n3n2)CC1, Cl, Cl, NCCNc1ccc(C(=O)C(F)(F)F)c(N)n1. Product: CN1CCC(c2nc3cc(-c4ccc(Cl)cc4Cl)nc(NCCNc4ccc(C(=O)C(F)(F)F)c(N)n4)n3n2)CC1. As a reaction SMILES: [CH3:54][S:55]([CH3:56])=[O:57].[CH:45]([N:46]([CH2:47][CH3:48])[CH:49]([CH3:50])[CH3:51])([CH3:52])[CH3:53].[Cl:2][c:3]1[n:4][c:5](-[c:19]2[c:20]([Cl:26])[cH:21][c:22]([Cl:25])[cH:23][cH:24]2)[cH:6][c:7]2[n:8]1[n:9][c:10]([CH:12]1[CH2:13][CH2:14][N:15]([CH3:18])[CH2:16][CH2:17]1)[n:11]2.[ClH:1].[ClH:27].[NH2:28][c:29]1[n:30][c:31]([NH:41][CH2:42][CH2:43][NH2:44])[cH:32][cH:33][c:34]1[C:35]([C:36]([F:37])([F:38])[F:39])=[O:40]>>[c:3]1([NH:44][CH2:43][CH2:42][NH:41][c:31]2[n:30][c:29]([NH2:28])[c:34]([C:35]([C:36]([F:37])([F:38])[F:39])=[O:40])[cH:33][cH:32]2)[n:4][c:5](-[c:19]2[c:20]([Cl:26])[cH:21][c:22]([Cl:25])[cH:23][cH:24]2)[cH:6][c:7]2[n:8]1[n:9][c:10]([CH:12]1[CH2:13][CH2:14][N:15]([CH3:18])[CH2:16][CH2:17]1)[n:11]2. Reactants: C([O-])([O-])=O.[K+].[K+] (potassium carbonate), BrCCCBr (1,3-dibromopropane), OC1=C(C=CC=C1)CC(=O)OC (methyl (2-hydroxyphenyl)acetate). Run in C(C)#N (acetonitrile). Run at temperature 20 celsius. Yields the product BrCCCOC1=C(C=CC=C1)CC(=O)OC (methyl 2-(3-bromopropoxy)phenylacetate). Reaction SMILES: C(=O)([O-])[O-].[K+].[K+].[Br:7][CH2:8][CH2:9][CH2:10]Br.[OH:12][C:13]1[CH:18]=[CH:17][CH:16]=[CH:15][C:14]=1[CH2:19][C:20]([O:22][CH3:23])=[O:21]>C(#N)C>[Br:7][CH2:8][CH2:9][CH2:10][O:12][C:13]1[CH:18]=[CH:17][CH:16]=[CH:15][C:14]=1[CH2:19][C:20]([O:22][CH3:23])=[O:21] |f:0.1.2|. Procedure details: 254.5 g of potassium carbonate and 654 cm3 of 1,3-dibromopropane are added to a solution of 153 g of methyl (2-hydroxyphenyl)acetate in 1400 cm3 of acetonitrile. The suspension obtained is refluxed for 20 hours, cooled to 20° C. and then filtered The filtrate is concentrated to dryness at 50° C. under reduced pressure. The residue is chromatographed on a silica gel column (particle size 0.04-0.06 mm, diameter 8.8 cm, height 43 cm), eluting under a nitrogen pressure of 0.5 bar with a cyclohexane ... The reactants are C(#N)[BH3-].[Na+] (Sodium cyanoborohydride), C(#N)C1=C(C=C(C=C1)NC(=O)C1=CC=C2C=CNC2=C1)C(F)(F)F (1H-indole-6-carboxylic acid (4-cyano-3-trifluoromethyl-phenyl)-amide), [OH-].[NH4+] (ammonium hydroxide). The solvent is O (water), ClCCl (dichloromethane), C(C)(=O)O (acetic acid). Conditions: temperature 0 celsius, time 30 minute. Product: C(#N)C1=C(C=C(C=C1)NC(=O)C1=CC=C2CCNC2=C1)C(F)(F)F (2,3-dihydro-1H-indole-6-carboxylic acid (4-cyano-3-trifluoromethyl-phenyl)-amide). Isolated yield 73.0%. Reaction SMILES: C([BH3-])#N.[Na+].[C:5]([C:7]1[CH:12]=[CH:11][C:10]([NH:13][C:14]([C:16]2[CH:24]=[C:23]3[C:19]([CH:20]=[CH:21][NH:22]3)=[CH:18][CH:17]=2)=[O:15])=[CH:9][C:8]=1[C:25]([F:28])([F:27])[F:26])#[N:6].[OH-].[NH4+]>C(O)(=O)C.O.ClCCl>[C:5]([C:7]1[CH:12]=[CH:11][C:10]([NH:13][C:14]([C:16]2[CH:24]=[C:23]3[C:19]([CH2:20][CH2:21][NH:22]3)=[CH:18][CH:17]=2)=[O:15])=[CH:9][C:8]=1[C:25]([F:28])([F:26])[F:27])#[N:6] |f:0.1,3.4|. Procedure details: Sodium cyanoborohydride (4.6 g, 73.8 mmol, 3 equiv.) was carefully added to a stirred solution of 1H-indole-6-carboxylic acid (4-cyano-3-trifluoromethyl-phenyl)-amide (2.4 g, 7.38 mmol, 1 equiv.) in acetic acid (25 mL) over 5 minutes at room temperature. The reaction mixture was stirred for 30 minutes then cooled down to 0° C. and slowly poured onto concentrated ammonium hydroxide (78 mL, d=0.880) at 0° C. The mixture was diluted with water (25 mL) and dichloromethane (25 mL), the organic layer ... Starting materials: COC(C(C)C)(OC)OC (1,1,1-trimethoxyisobutane), O[C@H](C)C[C@@H](C)O (2(R),4(R)-dihydroxypentane). The reagents and catalysts are CC1=CC=C(C=C1)S(=O)(=O)[O-].C1=CC=[NH+]C=C1 (PPTS). Solvent: C1(=CC=CC=C1)C (toluene). Yields the product C(C)(C)=C1O[C@@H](C[C@H](O1)C)C (2-isopropylidene-4(R),6(R)-dimethyl-1,3-dioxane). The yield is 52.5%. Reaction SMILES: CO[C:3](OC)(OC)[CH:4]([CH3:6])[CH3:5].[OH:11][C@@H:12]([CH2:14][C@H:15]([OH:17])[CH3:16])[CH3:13]>C1(C)C=CC=CC=1.CC1C=CC(S([O-])(=O)=O)=CC=1.C1C=C[NH+]=CC=1>[C:4](=[C:3]1[O:17][C@H:15]([CH3:16])[CH2:14][C@@H:12]([CH3:13])[O:11]1)([CH3:6])[CH3:5] |f:3.4|. Reported procedure: To a mixture of 3.8 g (25.6 mmol) of 1,1,1-trimethoxyisobutane and 3 g (28.8 mmol) of 2(R),4(R)-dihydroxypentane in 100 ml of toluene was added 200 mg of PPTS and the resulting reaction mixture was allowed to reflux under nitrogen for 20 hours while azeotroping methanol formed using the Dean-Stark trap. The reaction mixture was cooled, washed successively with saturated sodium bicarbonate solution, water, and brine. The toluene layer was dried, the solvent was concentrated under nitrogen, and th...